This data is from the Open Reaction Database (ORD), a public repository of structured organic reaction records. The task is: describe an organic reaction: reactants, conditions, products, and yield Reactants: ClCCCl, Cn1cccc1C(=O)O, CC(C)(C)OC(=O)N1CCC(c2ccc(OCCO)cc2)C(OCc2ccc3ccccc3c2)C1. The product is Cn1cccc1C(=O)OCCOc1ccc(C2CCN(C(=O)OC(C)(C)C)CC2OCc2ccc3ccccc3c2)cc1. As a reaction SMILES: [CH2:45]([Cl:46])[CH2:47][Cl:48].[CH3:36][n:37]1[c:38]([C:42](=[O:43])[OH:44])[cH:39][cH:40][cH:41]1.[OH:1][CH2:2][CH2:3][O:4][c:5]1[cH:6][cH:7][c:8]([CH:11]2[CH:12]([O:24][CH2:25][c:26]3[cH:27][c:28]4[cH:29][cH:30][cH:31][cH:32][c:33]4[cH:34][cH:35]3)[CH2:13][N:14]([C:17](=[O:18])[O:19][C:20]([CH3:21])([CH3:22])[CH3:23])[CH2:15][CH2:16]2)[cH:9][cH:10]1>>[O:1]([CH2:2][CH2:3][O:4][c:5]1[cH:6][cH:7][c:8]([CH:11]2[CH:12]([O:24][CH2:25][c:26]3[cH:27][c:28]4[cH:29][cH:30][cH:31][cH:32][c:33]4[cH:34][cH:35]3)[CH2:13][N:14]([C:17](=[O:18])[O:19][C:20]([CH3:21])([CH3:22])[CH3:23])[CH2:15][CH2:16]2)[cH:9][cH:10]1)[C:42]([c:38]1[n:37]([CH3:36])[cH:41][cH:40][cH:39]1)=[O:43]. The reactants are C(C#C)(=O)OCC (ethyl propiolate), COCOC1=CC(=C(C=O)C=C1)[N+](=O)[O-] (4-methoxymethoxy-2-nitrobenzaldehyde), C(CCC)[Li] (butyllithium), C(C)(C)NC(C)C (diisopropylamine), C(C)(=O)O (acetic acid). The solvent is O1CCCC1 (tetrahydrofuran), O1CCCC1 (tetrahydrofuran), O1CCCC1 (tetrahydrofuran), O (water). Reaction conditions: time 1 hour. Product: OC(C#CC(=O)OCC)C1=C(C=C(C=C1)OCOC)[N+](=O)[O-] (ethyl 4-hydroxy-4-(4-methoxymethoxy-2-nitrophenyl)-2-butynoate). Isolated yield 105.2%. RXN SMILES: C([Li])CCC.C(NC(C)C)(C)C.[C:13]([O:17][CH2:18][CH3:19])(=[O:16])[C:14]#[CH:15].[CH3:20][O:21][CH2:22][O:23][C:24]1[CH:31]=[CH:30][C:27]([CH:28]=[O:29])=[C:26]([N+:32]([O-:34])=[O:33])[CH:25]=1.C(O)(=O)C>O1CCCC1.O>[OH:29][CH:28]([C:27]1[CH:30]=[CH:31][C:24]([O:23][CH2:22][O:21][CH3:20])=[CH:25][C:26]=1[N+:32]([O-:34])=[O:33])[C:15]#[C:14][C:13]([O:17][CH2:18][CH3:19])=[O:16]. Procedure details: 1.5N butyllithium (19.3 ml, 29.0 mmole) was added under the argon atmosphere to a solution of diisopropylamine (4.3 ml, 30.6 mmole) in tetrahydrofuran (50 ml) at -78° C., and the mixture was stirred for 1 hour. Next, ethyl propiolate (2.4 ml, 23.7 mmole) and a solution of 4-methoxymethoxy-2-nitrobenzaldehyde (3.6 g, 17.0 mmole) in tetrahydrofuran (35 ml) were added in this sequence, and the reaction mixture was stirred at -78° C. for further 2 hours. After a solution of acetic acid (5.0 ml, 87.5... The reactants are Cc1ccc2cc(CBr)ccc2n1, O=C1NC(=O)c2ccccc21, [K], CN(C)C=O. Product: Cc1ccc2cc(CN3C(=O)c4ccccc4C3=O)ccc2n1. RXN SMILES: [Br:1][CH2:2][c:3]1[cH:4][c:5]2[cH:6][cH:7][c:8]([CH3:13])[n:9][c:10]2[cH:11][cH:12]1.[C:14]1(=[O:24])[c:15]2[c:16]([cH:20][cH:21][cH:22][cH:23]2)[C:17](=[O:19])[NH:18]1.[K:25].[O:26]=[CH:27][N:28]([CH3:29])[CH3:30]>>[CH2:2]([c:3]1[cH:4][c:5]2[cH:6][cH:7][c:8]([CH3:13])[n:9][c:10]2[cH:11][cH:12]1)[N:18]1[C:14](=[O:24])[c:15]2[c:16]([cH:20][cH:21][cH:22][cH:23]2)[C:17]1=[O:19]. Reactants: C1(=NC=CC2=CC=CC=C12)C=O (1-isoquinolinecarboxaldehyde), C(CO)O (ethylene glycol), C1(=CC=C(C=C1)S(=O)(=O)O)C (p-toluenesulfonic acid). The solvent is C1(=CC=CC=C1)C (toluene). Yields the product O1C(OCC1)C1=NC=CC2=CC=CC=C12 (1-(1,3-dioxolan-2-yl)isoquinoline). Isolated yield 100.5%. As a reaction SMILES: [C:1]1([CH:11]=[O:12])[C:10]2[C:5](=[CH:6][CH:7]=[CH:8][CH:9]=2)[CH:4]=[CH:3][N:2]=1.[CH2:13](O)[CH2:14][OH:15].C1(C)C=CC(S(O)(=O)=O)=CC=1>C1(C)C=CC=CC=1>[O:12]1[CH2:13][CH2:14][O:15][CH:11]1[C:1]1[C:10]2[C:5](=[CH:6][CH:7]=[CH:8][CH:9]=2)[CH:4]=[CH:3][N:2]=1. Procedure: A mixture of 1-isoquinolinecarboxaldehyde (7.2 g, 46 mmol), 5.7 g (92 mmol) of ethylene glycol, 200 ml of toluene and 2.3 g (12 mmol) of p-toluenesulfonic acid under argon in a 3 neck-flask equipped with a Dean-Stark Trap was refluxed for 6 h separating the water. The mixture was cooled to room temperature, and poured into an ice-cold 10% sodium carbonate solution. The aqueous layer was extracted with ether, the combined organic layer was washed with brine, dried over sodium sulfate, and concent... Reactants: C(C1=CC=CC=C1)OC=1C=C(C=C(C1)C)NS(=O)(=O)C1=C(C=CC=C1)C(F)(F)F (3-Benzyloxy-5-methyl-1-(2-trifluoromethylphenylsulfonylamino)benzene), BrCCCCCC(=O)OCC (ethyl 6-bromohexanoate), C(=O)([O-])[O-].[K+].[K+] (K2CO3). Run in CN(C=O)C (N,N-dimethylformamide). Run at temperature 60 celsius, time 12 hour. Product: C(C1=CC=CC=C1)OC=1C=C(C=C(C1)C)N(CCCCCC(=O)OCC)S(=O)(=O)C1=C(C=CC=C1)C(F)(F)F (Ethyl 6-[3-benzyloxy-5-methylphenyl-(2-trifluoromethylphenyl)sulfonylamino]hexanoate). The yield is 100.3%. Reaction SMILES: [CH2:1]([O:8][C:9]1[CH:10]=[C:11]([NH:16][S:17]([C:20]2[CH:25]=[CH:24][CH:23]=[CH:22][C:21]=2[C:26]([F:29])([F:28])[F:27])(=[O:19])=[O:18])[CH:12]=[C:13]([CH3:15])[CH:14]=1)[C:2]1[CH:7]=[CH:6][CH:5]=[CH:4][CH:3]=1.Br[CH2:31][CH2:32][CH2:33][CH2:34][CH2:35][C:36]([O:38][CH2:39][CH3:40])=[O:37].C([O-])([O-])=O.[K+].[K+]>CN(C)C=O>[CH2:1]([O:8][C:9]1[CH:10]=[C:11]([N:16]([S:17]([C:20]2[CH:25]=[CH:24][CH:23]=[CH:22][C:21]=2[C:26]([F:29])([F:28])[F:27])(=[O:19])=[O:18])[CH2:31][CH2:32][CH2:33][CH2:34][CH2:35][C:36]([O:38][CH2:39][CH3:40])=[O:37])[CH:12]=[C:13]([CH3:15])[CH:14]=1)[C:2]1[CH:3]=[CH:4][CH:5]=[CH:6][CH:7]=1 |f:2.3.4|. Reported procedure: 3-Benzyloxy-5-methyl-1-(2-trifluoromethylphenylsulfonylamino)benzene (550 mg, 1.3 mmol), as prepared in the preceding step, ethyl 6-bromohexanoate (290 mg, 1.3 mmol), and K2CO3 (1.0 g) were mixed in N,N-dimethylformamide (10 mL). The mixture was heated to 60° C. and stirred for 12 h. The solid was removed by filtration, and the filtrate was evaporated under high vacuum. The residue was dissolved in ethyl acetate (100 mL), washed with saturated aqueous NaHCO3 (2×50 mL) and brine (2×50 mL), and dr... Reaction SMILES: [Br:1][C:2]1([Br:13])[C:3](=[O:12])[NH:4][c:5]2[n:6][cH:7][n:8][c:9]([Cl:11])[c:10]21.[CH2:14]1[O:15][CH2:16][CH2:17][CH2:18]1.[Cl-:19].[NH4+:20].[Zn:21]>>[CH2:2]1[C:3](=[O:12])[NH:4][c:5]2[n:6][cH:7][n:8][c:9]([Cl:11])[c:10]21. Reactants: O=C1Nc2ncnc(Cl)c2C1(Br)Br, C1CCOC1, [Cl-], [NH4+], [Zn]. Product: O=C1Cc2c(Cl)ncnc2N1. The reactants are CC1(C(CC=C1C)C1=CCC2(CO2)CC1)C (6-(2,2,3-Trimethyl-cyclopent-3-enyl)-1-oxa-spiro[2.5]oct-5-ene), B(F)(F)F.CCOCC (BF3.OEt2). Run in C1(=CC=CC=C1)C (toluene), C1(=CC=CC=C1)C (toluene). Conditions: time 2 hour. Yields the product CC1(C(CC=C1C)C1=CCC(CC1)C=O)C (4-(2,2,3-Trimethyl-cyclopent-3-enyl)-cyclohex-3-enecarbaldehyde). RXN SMILES: [CH3:1][C:2]1([CH3:16])[C:6]([CH3:7])=[CH:5][CH2:4][CH:3]1[C:8]1[CH2:15][CH2:14][C:11]2([O:13][CH2:12]2)[CH2:10][CH:9]=1.B(F)(F)F.CCOCC>C1(C)C=CC=CC=1>[CH3:1][C:2]1([CH3:16])[C:6]([CH3:7])=[CH:5][CH2:4][CH:3]1[C:8]1[CH2:15][CH2:14][CH:11]([CH:12]=[O:13])[CH2:10][CH:9]=1 |f:1.2|. Procedure details: 6-(2,2,3-Trimethyl-cyclopent-3-enyl)-1-oxa-spiro[2.5]oct-5-ene (XIV, 2.72 g, 12.5 mmol,), dissolved in toluene (5 ml), are added dropwise to a solution of BF3.OEt2 (1.7 ml) in toluene (20 ml). After 2 hours, the reaction solution is poured onto ice (10 ml), then the phases are separated and the organic phase is washed once with saturated NaCl solution. The organic phase is then dried over Na2SO4, filtered off and concentrated in a rotary evaporator. 2.07 g of crude product having a purity of 83%...